This data is from the Open Reaction Database (ORD), a public repository of structured organic reaction records. The task is: describe an organic reaction: reactants, conditions, products, and yield The reactants are C[O-].[Na+] (sodium methoxide), resultant mixture, OC1=C(C=CC(=C1)O)C(=O)CC(C)C ((2,4-dihydroxyphenyl)(2-methylpropyl) ketone), ClCC=C(C)C (1-chloro-3-methyl-2-butene). Solvent: CO (methanol), CO (methanol). Conditions: time 1 hour. The product is CC(CC(=O)C1=C(C=C(C=C1)OCC=C(C)C)O)C ({2-hydroxy-4-(3-methyl-2-butenyloxy)phenyl} (2-methylpropyl) ketone), CC(CC(=O)C1=C(C(=C(C=C1)O)CC=C(C)C)O)C ({2,4-dihydroxy-3-(3-methyl-2-butenyl)phenyl} (2-methylpropyl) ketone). As a reaction SMILES: [OH:1][C:2]1[CH:7]=[C:6]([OH:8])[CH:5]=[CH:4][C:3]=1[C:9]([CH2:11][CH:12]([CH3:14])[CH3:13])=[O:10].Cl[CH2:16][CH:17]=[C:18]([CH3:20])[CH3:19].C[O-].[Na+]>CO>[CH3:13][CH:12]([CH3:14])[CH2:11][C:9]([C:3]1[CH:4]=[CH:5][C:6]([O:8][CH2:16][CH:17]=[C:18]([CH3:20])[CH3:19])=[CH:7][C:2]=1[OH:1])=[O:10].[CH3:13][CH:12]([CH3:14])[CH2:11][C:9]([C:3]1[CH:4]=[CH:5][C:6]([OH:8])=[C:7]([CH2:16][CH:17]=[C:18]([CH3:20])[CH3:19])[C:2]=1[OH:1])=[O:10] |f:2.3|. Procedure: Under an atmosphere of nitrogen, 486 mg (2.50 mmol) of (2,4-dihydroxyphenyl) (2-methylpropyl) ketone (52) and 784 mg (7.50 mmol, 3.00 equivalents) of 1-chloro-3-methyl-2-butene were dissolved in 7.0 ml of dry methanol. To the solution which was stirred at room temperature, a methanol (7.5 ml) solution of 405 mg (7.50 mmol, 3.00 equivalents) of sodium methoxide was slowly added dropwise. The resultant mixture was stirred at room temperature for three hours and then at 50° C. for one hour, and dis... Reactants: Cc1nc2cnccc2s1, ClC(Cl)Cl, O=C(OO)c1cccc(Cl)c1. Yields the product Cc1nc2c[n+]([O-])ccc2s1. RXN SMILES: [CH3:1][c:2]1[s:3][c:4]2[c:5]([cH:6][n:7][cH:8][cH:9]2)[n:10]1.[CH:22]([Cl:23])([Cl:24])[Cl:25].[OH:11][O:12][C:13]([c:14]1[cH:15][c:16]([Cl:17])[cH:18][cH:19][cH:20]1)=[O:21]>>[CH3:1][c:2]1[s:3][c:4]2[c:5]([cH:6][n+:7]([O-:11])[cH:8][cH:9]2)[n:10]1. Starting materials: NC1=NC(=C(C#N)C=C1)C (6-amino-2-methylnicotinonitrile), ClCC=O (chloroacetaldehyde). The solvent is C(C)O (ethanol). Product: Cl.CC1=C(C=CC=2N1C=CN2)C#N (5-methylimidazo[1,2-a]pyridine-6-carbonitrile hydrochloride). As a reaction SMILES: [NH2:1][C:2]1[CH:9]=[CH:8][C:5]([C:6]#[N:7])=[C:4]([CH3:10])[N:3]=1.[Cl:11][CH2:12][CH:13]=O>C(O)C>[ClH:11].[CH3:10][C:4]1[N:3]2[CH:12]=[CH:13][N:1]=[C:2]2[CH:9]=[CH:8][C:5]=1[C:6]#[N:7] |f:3.4|. Procedure: To a solution of 6-amino-2-methylnicotinonitrile (960 mg) in ethanol (34 ml) was added a 40% aqueous chloroacetaldehyde solution (2.36 ml) at 60° C. The reaction mixture was refluxed for 8 hours. The resulting precipitates were collected by filtration to obtain 5-methylimidazo[1,2-a]pyridine-6-carbonitrile hydrochloride (580 mg) as a white solid. Reactants: ice water, C(C1=CC=CC=C1)N1C(=NN2C(C1=O)=CC=C2Cl)C(O)C2CC2 (3-benzyl-7-chloro-2-(cyclopropyl-hydroxy-methyl)-3H-pyrrolo[2,1-f][1,2,4]triazin-4-one), N1=CC=CC=C1 (pyridine), S(=O)(Cl)Cl (thionyl chloride). The solvent is C(Cl)Cl (CH2Cl2). Reaction conditions: time 20 minute. Yields the product C(C1=CC=CC=C1)N1C(=NN2C(C1=O)=CC=C2Cl)C(C2CC2)Cl ((±)-3-Benzyl-7-chloro-2-(chloro-cyclopropyl-methyl)-3H-pyrrolo[2,1-f][1,2,4]triazin-4-one). Isolated yield 65.0%. Reaction SMILES: [CH2:1]([N:8]1[C:13](=[O:14])[C:12]2=[CH:15][CH:16]=[C:17]([Cl:18])[N:11]2[N:10]=[C:9]1[CH:19]([CH:21]1[CH2:23][CH2:22]1)O)[C:2]1[CH:7]=[CH:6][CH:5]=[CH:4][CH:3]=1.N1C=CC=CC=1.S(Cl)([Cl:32])=O>C(Cl)Cl>[CH2:1]([N:8]1[C:13](=[O:14])[C:12]2=[CH:15][CH:16]=[C:17]([Cl:18])[N:11]2[N:10]=[C:9]1[CH:19]([Cl:32])[CH:21]1[CH2:23][CH2:22]1)[C:2]1[CH:7]=[CH:6][CH:5]=[CH:4][CH:3]=1. Procedure: To a stirred solution of 3-benzyl-7-chloro-2-(cyclopropyl-hydroxy-methyl)-3H-pyrrolo[2,1-f][1,2,4]triazin-4-one (1.40 g, 4.24 mmol) and pyridine (1.5 mL, 18.5 mmol) in CH2Cl2 (20 mL) was added thionyl chloride (2 M, 4.5 mL, 9.0 mmol) at 0° C. under nitrogen and stirred for 20 min. The reaction mixture was then stirred at rt overnight, poured into ice water, and extracted with CH2Cl2 (3×40 mL). The organic layers were washed with brine and dried over MgSO4. Concentration and purification of the c... The product is CC(=O)N(CCN(C)C)c1cc(C)on1. RXN SMILES: [CH3:14][N:15]([CH2:16][CH2:17][Cl:18])[CH3:19].[CH3:1][c:2]1[cH:3][c:4]([NH:7][C:8]([CH3:9])=[O:10])[n:5][o:6]1.[ClH:13].[H-:11].[Na+:12].[O:20]=[CH:21][N:22]([CH3:23])[CH3:24]>>[CH3:1][c:2]1[cH:3][c:4]([N:7]([C:8]([CH3:9])=[O:10])[CH2:17][CH2:16][N:15]([CH3:14])[CH3:19])[n:5][o:6]1. Reactants: CN(C)CCCl, CC(=O)Nc1cc(C)on1, Cl, [H-], [Na+], CN(C)C=O. Reactants: CCI, CN(Cc1cc2ccccc2[nH]1)C(=O)OCc1ccccc1, [H-], [Na+], CN(C)C=O, O. Product: CCn1c(CN(C)C(=O)OCc2ccccc2)cc2ccccc21. Reaction SMILES: [CH2:25]([CH3:26])[I:27].[CH2:3]([c:4]1[cH:5][cH:6][cH:7][cH:8][cH:9]1)[O:10][C:11](=[O:12])[N:13]([CH3:14])[CH2:15][c:16]1[nH:17][c:18]2[cH:19][cH:20][cH:21][cH:22][c:23]2[cH:24]1.[H-:2].[Na+:1].[O:28]=[CH:29][N:30]([CH3:31])[CH3:32].[OH2:33]>>[CH2:3]([c:4]1[cH:5][cH:6][cH:7][cH:8][cH:9]1)[O:10][C:11](=[O:12])[N:13]([CH3:14])[CH2:15][c:16]1[n:17]([CH2:25][CH3:26])[c:18]2[cH:19][cH:20][cH:21][cH:22][c:23]2[cH:24]1. Reactants: COc1ccc(CNC(=O)Cc2cnc(CNC(=O)OC(C)(C)C)c3cc(OC)c(OC)cc23)cc1, CCO, CCOC(C)=O, Cl, C1COCCO1. Product: COc1ccc(CNC(=O)Cc2cnc(CN)c3cc(OC)c(OC)cc23)cc1. RXN SMILES: [C:1]([O:2][C:3](=[O:4])[NH:7][CH2:8][c:9]1[n:10][cH:11][c:12]([CH2:23][C:24]([NH:25][CH2:26][c:27]2[cH:28][cH:29][c:30]([O:33][CH3:34])[cH:31][cH:32]2)=[O:35])[c:13]2[cH:14][c:15]([O:21][CH3:22])[c:16]([O:19][CH3:20])[cH:17][c:18]12)([CH3:5])([CH3:6])[CH3:36].[CH3:38][CH2:39][OH:40].[CH3:41][CH2:42][O:43][C:44]([CH3:45])=[O:46].[ClH:37].[O:47]1[CH2:48][CH2:49][O:50][CH2:51][CH2:52]1>>[NH2:7][CH2:8][c:9]1[n:10][cH:11][c:12]([CH2:23][C:24]([NH:25][CH2:26][c:27]2[cH:28][cH:29][c:30]([O:33][CH3:34])[cH:31][cH:32]2)=[O:35])[c:13]2[cH:14][c:15]([O:21][CH3:22])[c:16]([O:19][CH3:20])[cH:17][c:18]12. The reactants are CC(Oc1c(N)ncc2c(-c3cnn(C4CCNCC4)c3)coc12)c1nnc2ccc(Cl)nn12, [K+], [K+], O=C([O-])[O-], C1COCCO1, O, OB(O)c1ccccc1, c1ccc(P(c2ccccc2)(c2ccccc2)[Pd](P(c2ccccc2)(c2ccccc2)c2ccccc2)(P(c2ccccc2)(c2ccccc2)c2ccccc2)P(c2ccccc2)(c2ccccc2)c2ccccc2)cc1. The product is CC(Oc1c(N)ncc2c(-c3cnn(C4CCNCC4)c3)coc12)c1nnc2ccc(-c3ccccc3)nn12. As a reaction SMILES: [Cl:1][c:2]1[cH:3][cH:4][c:5]2[n:6]([n:7]1)[c:8]([CH:11]([CH3:12])[O:13][c:14]1[c:15]3[c:16]([cH:17][n:18][c:19]1[NH2:20])[c:21](-[c:24]1[cH:25][n:26][n:27]([CH:29]4[CH2:30][CH2:31][NH:32][CH2:33][CH2:34]4)[cH:28]1)[cH:22][o:23]3)[n:9][n:10]2.[K+:44].[K+:45].[O-:46][C:47]([O-:48])=[O:49].[O:50]1[CH2:51][CH2:52][O:53][CH2:54][CH2:55]1.[OH2:133].[OH:35][B:36]([OH:37])[c:38]1[cH:39][cH:40][cH:41][cH:42][cH:43]1.[cH:56]1[cH:57][cH:58][c:59]([P:60]([Pd:61]([P:62]([c:63]2[cH:64][cH:65][cH:66][cH:67][cH:68]2)([c:69]2[cH:70][cH:71][cH:72][cH:73][cH:74]2)[c:75]2[cH:76][cH:77][cH:78][cH:79][cH:80]2)([P:81]([c:82]2[cH:83][cH:84][cH:85][cH:86][cH:87]2)([c:88]2[cH:89][cH:90][cH:91][cH:92][cH:93]2)[c:94]2[cH:95][cH:96][cH:97][cH:98][cH:99]2)[P:100]([c:101]2[cH:102][cH:103][cH:104][cH:105][cH:106]2)([c:107]2[cH:108][cH:109][cH:110][cH:111][cH:112]2)[c:113]2[cH:114][cH:115][cH:116][cH:117][cH:118]2)([c:119]2[cH:120][cH:121][cH:122][cH:123][cH:124]2)[c:125]2[cH:126][cH:127][cH:128][cH:129][cH:130]2)[cH:131][cH:132]1>>[c:2]1(-[c:38]2[cH:39][cH:40][cH:41][cH:42][cH:43]2)[cH:3][cH:4][c:5]2[n:6]([n:7]1)[c:8]([CH:11]([CH3:12])[O:13][c:14]1[c:15]3[c:16]([cH:17][n:18][c:19]1[NH2:20])[c:21](-[c:24]1[cH:25][n:26][n:27]([CH:29]4[CH2:30][CH2:31][NH:32][CH2:33][CH2:34]4)[cH:28]1)[cH:22][o:23]3)[n:9][n:10]2. The reactants are C(CCC)[Li] (butyl lithium), BrC=1C=CC(=NC1)OC (5-Bromo-2-methoxypyridine), COB(OC)OC (trimethoxyborane). The solvent is tetrahydrofuran anhydride. Conditions: temperature -75.1 celsius. Product: COC1=CC=C(C=N1)B(O)O (6-Methoxy-3-pyridylboronic acid). Isolated yield 88.0%. As a reaction SMILES: Br[C:2]1[CH:3]=[CH:4][C:5]([O:8][CH3:9])=[N:6][CH:7]=1.C([Li])CCC.C[O:16][B:17](OC)[O:18]C>>[CH3:9][O:8][C:5]1[N:6]=[CH:7][C:2]([B:17]([OH:18])[OH:16])=[CH:3][CH:4]=1. Reported procedure: 5-Bromo-2-methoxypyridine (152 g) was dissolved in tetrahydrofuran anhydride (1520 mL) under stirring in nitrogen atmosphere, followed by cooling to −75.1° C. as bulk temperature. Under cooling and stirring, 380 mL of a 2.46 mol/L butyl lithium solution was added dropwise thereinto, followed by the dropwise addition of 192 mL of trimethoxyborane. The cooling bath was removed 30 minutes after completion of the dropwise addition, and the mixture was stirred at room temperature overnight. On the ne...